From a dataset of the Open Reaction Database (ORD), a public repository of structured organic reaction records. describe an organic reaction: reactants, conditions, products, and yield The reactants are CC1(C)OB(c2ccc(C#N)c3ccccc23)OC1(C)C, Clc1ncncc1Br, [Na+], [Na+], O=C([O-])[O-], C1COCCO1. The product is N#Cc1ccc(-c2ncncc2Br)c2ccccc12. As a reaction SMILES: [CH3:9][C:10]1([CH3:11])[C:12]([CH3:13])([CH3:14])[O:15][B:16]([c:17]2[cH:18][cH:19][c:20]([C:27]#[N:28])[c:21]3[cH:22][cH:23][cH:24][cH:25][c:26]23)[O:29]1.[Cl:1][c:2]1[n:3][cH:4][n:5][cH:6][c:7]1[Br:8].[Na+:30].[Na+:31].[O-:32][C:33](=[O:34])[O-:35].[O:36]1[CH2:37][CH2:38][O:39][CH2:40][CH2:41]1>>[c:2]1(-[c:17]2[cH:18][cH:19][c:20]([C:27]#[N:28])[c:21]3[cH:22][cH:23][cH:24][cH:25][c:26]23)[n:3][cH:4][n:5][cH:6][c:7]1[Br:8].